From a dataset of the Open Reaction Database (ORD), a public repository of structured organic reaction records. describe an organic reaction: reactants, conditions, products, and yield The reactants are CC(C)C[Al+]CC(C)C, CC12CCC(CC(=O)O1)C2(C)C, Cc1ccccc1, [H-], O. The product is CC12CCC(CC(O)O1)C2(C)C. RXN SMILES: [CH2:2]([Al+:3][CH2:4][CH:5]([CH3:6])[CH3:7])[CH:8]([CH3:9])[CH3:10].[CH3:11][C:12]12[O:13][C:14](=[O:22])[CH2:15][CH:16]([CH2:17][CH2:18]1)[C:19]2([CH3:20])[CH3:21].[CH3:24][c:25]1[cH:26][cH:27][cH:28][cH:29][cH:30]1.[H-:1].[OH2:23]>>[CH3:11][C:12]12[O:13][CH:14]([OH:22])[CH2:15][CH:16]([CH2:17][CH2:18]1)[C:19]2([CH3:20])[CH3:21]. Starting materials: C(#N)CC(=O)N (cyanoacetamide), methanolic solution, [OH-].[Na+] (NaOH), ClC(=C(Cl)Cl)C=1C=C(CN=[N+]=[N-])C=C(C1)C(=C(Cl)Cl)Cl (3,5-Di(trichlorovinyl)benzyl azide), C(C)(=O)O (acetic acid). The solvent is C(C)O (ethanol). Reaction conditions: time 20 minute. The product is NC1=C(N=NN1CC1=CC(=CC(=C1)C(=C(Cl)Cl)Cl)C(=C(Cl)Cl)Cl)C(=O)N (5-Amino-1-[3,5-di(trichlorovinyl)benzyl]-1,2,3-triazole-4-carboxamide). Yield: 48.9%. As a reaction SMILES: [C:1]([CH2:3][C:4]([NH2:6])=[O:5])#[N:2].[OH-].[Na+].[Cl:9][C:10]([C:14]1[CH:15]=[C:16]([CH:21]=[C:22]([C:24]([Cl:28])=[C:25]([Cl:27])[Cl:26])[CH:23]=1)[CH2:17][N:18]=[N+:19]=[N-:20])=[C:11]([Cl:13])[Cl:12].C(O)(=O)C>C(O)C>[NH2:2][C:1]1[N:18]([CH2:17][C:16]2[CH:21]=[C:22]([C:24]([Cl:28])=[C:25]([Cl:27])[Cl:26])[CH:23]=[C:14]([C:10]([Cl:9])=[C:11]([Cl:12])[Cl:13])[CH:15]=2)[N:19]=[N:20][C:3]=1[C:4]([NH2:6])=[O:5] |f:1.2|. Procedure details: To a hot (60° C.) solution of cyanoacetamide (0.692 g) in 25 ml of ethanol, 8.2 ml of a 1N methanolic solution of NaOH was added and the resulting mixture stirred for 20 minutes. 3,5-Di(trichlorovinyl)benzyl azide (1.5 g) was added in one portion and the resulting mixture stirred at 60° C. for 1 hour. The pH of the mixture was adjusted to 6 with acetic acid. The reaction mixture was then concentrated to a reduced volume and diluted with 100 ml of water. The aqueous mixture was extracted with CH2... Reactants: Intermediate 68, C=1C=CC2=C(C1)N=NN2O (HOBt), CCN(C(C)C)C(C)C (DIPEA), C1(=CC=CC=C1)N1C=NC(=C1)C(=O)NCC(=O)O ([(1-phenyl-1H-imidazole-4-carbonyl)-amino]-acetic acid), CCN=C=NCCCN(C)C (EDCI), Cl.ClC1=C(OC2CCNCC2)C=CC=C1 (4-(2-chloro-phenoxy)-piperidine hydrochloride). Solvent: CN(C)C=O (DMF), O (water). Run at time 2 minute. The product is ClC1=C(OC2CCN(CC2)C(CNC(=O)C=2N=CN(C2)C2=CC=CC=C2)=O)C=CC=C1 (1-phenyl-1H-imidazole-4-carboxylic acid {2-[4-(2-chloro-phenoxy)-piperidin-1-yl]-2-oxo-ethyl}-amide). Yield: 62.5%. RXN SMILES: CCN(C(C)C)C(C)C.[C:10]1([N:16]2[CH:20]=[C:19]([C:21]([NH:23][CH2:24][C:25]([OH:27])=O)=[O:22])[N:18]=[CH:17]2)[CH:15]=[CH:14][CH:13]=[CH:12][CH:11]=1.C1C=CC2N(O)N=NC=2C=1.CCN=C=NCCCN(C)C.Cl.[Cl:50][C:51]1[CH:63]=[CH:62][CH:61]=[CH:60][C:52]=1[O:53][CH:54]1[CH2:59][CH2:58][NH:57][CH2:56][CH2:55]1>CN(C=O)C.O>[Cl:50][C:51]1[CH:63]=[CH:62][CH:61]=[CH:60][C:52]=1[O:53][CH:54]1[CH2:59][CH2:58][N:57]([C:25](=[O:27])[CH2:24][NH:23][C:21]([C:19]2[N:18]=[CH:17][N:16]([C:10]3[CH:11]=[CH:12][CH:13]=[CH:14][CH:15]=3)[CH:20]=2)=[O:22])[CH2:56][CH2:55]1 |f:4.5|. Reported procedure: DIPEA (170 mg, 1.3 mmol) was added to a stirred solution of [(1-phenyl-1H-imidazole-4-carbonyl)-amino]-acetic acid (prepared from Intermediate 68 by means of Step 3 of the General Scheme) (55 mg, 0.29 mmol) in DMF (5 mL) followed by HOBt (43 mg, 0.32 mmol) and EDCI (140 mg, 0.7 mmol). After 2 minutes of stirring, 4-(2-chloro-phenoxy)-piperidine hydrochloride (98 mg, 0.32 mmol) was added and the resulting mixture was stirred at ambient temperature overnight. The reaction mixture was diluted with ... Starting materials: N1=CC2=CC=CC=C2C=C1C, O=C(OC(C)(C)C)N1CC(I)C1. The reagents and catalysts are O=S(=O)(O)O, OO, [Fe].O=S(=O)(O)O.O. Solvent: O, O=S(C)C. Reaction conditions: temperature 40 celsius, time 0.8 hour. Product: O=C(OC(C)(C)C)N1CC(C2=NC(=CC=3C=CC=CC32)C)C1. The yield is 20.0%. Procedure: H2O2 (30% in H2O; 0.31 mL, 3.0 mmol)  was  added  over  1  min  to  a  stirred  solution  of  3-methylisoquinoline  1c  (143  mg,  1.0  mmol),  concentrated  H2SO4  (107  μL,  2.0  mmol),  1-Boc-3-(iodo)azetidine  (566  mg,  2.0  mmol)  and  iron(II)  sulfate  heptahydrate  (80  mg,  0.3  mmol)  in  DMSO  (10  mL)  at  40  °C.  After  3  min  a  further  portion  of  iron(II) sulfate heptahydrate (80 mg, 0.3 mmol) was added and the mixture was stirred at 40 °C for 25 min. Further H2O2 (0.31 mL, ... Reaction SMILES: [CH3:1][O:2][C:3]1[CH:58]=[C:57]([O:59][CH3:60])[CH:56]=[CH:55][C:4]=1[CH2:5][N:6]([CH2:21][C:22]1[CH:27]=[CH:26][N:25]=[C:24]2[N:28](S(C3C=CC(C)=CC=3)(=O)=O)[C:29]([C:31]3[C:39]4[C:34](=[CH:35][C:36]([O:42][CH3:43])=[C:37]([O:40][CH3:41])[CH:38]=4)[N:33]([CH3:44])[CH:32]=3)=[CH:30][C:23]=12)[C:7]([NH:9][C:10]1[CH:15]=[CH:14][C:13]([O:16][C:17]([F:20])([F:19])[F:18])=[CH:12][CH:11]=1)=[O:8].[OH-].[K+]>>[CH3:1][O:2][C:3]1[CH:58]=[C:57]([O:59][CH3:60])[CH:56]=[CH:55][C:4]=1[CH2:5][N:6]([CH2:21][C:22]1[CH:27]=[CH:26][N:25]=[C:24]2[NH:28][C:29]([C:31]3[C:39]4[C:34](=[CH:35][C:36]([O:42][CH3:43])=[C:37]([O:40][CH3:41])[CH:38]=4)[N:33]([CH3:44])[CH:32]=3)=[CH:30][C:23]=12)[C:7]([NH:9][C:10]1[CH:11]=[CH:12][C:13]([O:16][C:17]([F:18])([F:19])[F:20])=[CH:14][CH:15]=1)=[O:8] |f:1.2|. Procedure: 1-(2,4-Dimethoxybenzyl)-1-[2-(5,6-dimethoxy-1-methyl-1H-indol-3-yl)-1H-pyrrolo[2,3-b]pyrid-4-ylmethyl]-3-(4-trifluoromethoxyphenyl)urea is prepared as described in Example 179a starting with 0.150 g of 1-(2,4-dimethoxybenzyl)-1-[2-(5,6-dimethoxy-1-methyl-1H-indol-3-yl)-1-(toluene-4-sulfonyl)-1H-pyrrolo[2,3-b]pyrid-4-ylmethyl]-3-(4-trifluoromethoxyphenyl)urea instead of the [2-(5,6-dimethoxy-1-methyl-1H-indol-3-yl)-1-(toluene-4-sulfonyl)-1H-pyrrolo[2,3-b]pyrid-4-ylmethyl](4-trifluoromethylsulfany... Isolated yield 32.6%. Yields the product COC1=C(CN(C(=O)NC2=CC=C(C=C2)OC(F)(F)F)CC2=C3C(=NC=C2)NC(=C3)C3=CN(C2=CC(=C(C=C32)OC)OC)C)C=CC(=C1)OC (1-(2,4-dimethoxybenzyl)-1-[2-(5,6-dimethoxy-1-methyl-1H-indol-3-yl)-1H-pyrrolo[2,3-b]pyrid-4-ylmethyl]-3-(4-trifluoromethoxyphenyl)urea). The reactants are COC1=C(CN(C(=O)NC2=CC=C(C=C2)OC(F)(F)F)CC2=C3C(=NC=C2)N(C(=C3)C3=CN(C2=CC(=C(C=C32)OC)OC)C)S(=O)(=O)C3=CC=C(C=C3)C)C=CC(=C1)OC (1-(2,4-dimethoxybenzyl)-1-[2-(5,6-dimethoxy-1-methyl-1H-indol-3-yl)-1-(toluene-4-sulfonyl)-1H-pyrrolo[2,3-b]pyrid-4-ylmethyl]-3-(4-trifluoromethoxyphenyl)urea), [OH-].[K+] (potassium hydroxide). The reactants are CC(=O)c1cc(C#C[Si](C)(C)C)c2c(c1)C(C)(C)CC(C)(C)O2, CC(C)[N-]C(C)C, [Li+], C1CCOC1, CCOP(=O)(Cl)OCC. Product: C#Cc1cc(C#C[Si](C)(C)C)c2c(c1)C(C)(C)CC(C)(C)O2. RXN SMILES: [C:1]([CH3:2])(=[O:3])[c:4]1[cH:5][c:6]2[c:11]([c:12]([C:14]#[C:15][Si:16]([CH3:17])([CH3:18])[CH3:19])[cH:13]1)[O:10][C:9]([CH3:20])([CH3:21])[CH2:8][C:7]2([CH3:22])[CH3:23].[CH:24]([N-:25][CH:26]([CH3:27])[CH3:28])([CH3:29])[CH3:30].[Li+:31].[O:41]1[CH2:42][CH2:43][CH2:44][CH2:45]1.[P:32]([Cl:33])([O:34][CH2:35][CH3:36])([O:37][CH2:38][CH3:39])=[O:40]>>[C:1](#[CH:2])[c:4]1[cH:5][c:6]2[c:11]([c:12]([C:14]#[C:15][Si:16]([CH3:17])([CH3:18])[CH3:19])[cH:13]1)[O:10][C:9]([CH3:20])([CH3:21])[CH2:8][C:7]2([CH3:22])[CH3:23]. Starting materials: CC1=CC=C(C(=O)Cl)C=C1 (4-methylbenzoyl chloride), OC1=C(C(=O)OC)C=CC=C1C(CC)=O (methyl 2-hydroxy-3-propionylbenzoate). Reaction conditions: time 4 hour. Product: CC1=CC=C(C(=O)OC2=C(C(=O)OC)C=CC=C2C(CC)=O)C=C1 (methyl 2-(4-methylbenzoyloxy)3-propionylbenzoate). RXN SMILES: [CH3:1][C:2]1[CH:10]=[CH:9][C:5]([C:6](Cl)=[O:7])=[CH:4][CH:3]=1.[OH:11][C:12]1[C:21]([C:22](=[O:25])[CH2:23][CH3:24])=[CH:20][CH:19]=[CH:18][C:13]=1[C:14]([O:16][CH3:17])=[O:15]>>[CH3:1][C:2]1[CH:10]=[CH:9][C:5]([C:6]([O:11][C:12]2[C:21]([C:22](=[O:25])[CH2:23][CH3:24])=[CH:20][CH:19]=[CH:18][C:13]=2[C:14]([O:16][CH3:17])=[O:15])=[O:7])=[CH:4][CH:3]=1. Procedure: This compound was prepared in three steps according to the methods described for Intermediate XC (first step) and Intermediate LXXX (second and third steps). In the first step, 4-methylbenzoyl chloride was used instead of 2-furanecarbonyl chloride and methyl 2-hydroxy-3-propionylbenzoate was used instead of ethyl 2-hydroxy-3-propionylbenzoate. The reaction lasted 4 hours at room temperature, yielding methyl 2-(4-methylbenzoyloxy)3-propionylbenzoate. This compound was used without purification by... Starting materials: C1CCOC1, CC(C)(C)[O-], [K+], COC(=O)CCC(C(N)=O)N1Cc2c(OCc3ccc(CN4CCC(c5ccccc5)CC4)cc3)cccc2C1=O. Yields the product O=C1CCC(N2Cc3c(OCc4ccc(CN5CCC(c6ccccc6)CC5)cc4)cccc3C2=O)C(=O)N1. RXN SMILES: [CH2:48]1[O:49][CH2:50][CH2:51][CH2:52]1.[CH3:42][C:43]([O-:44])([CH3:45])[CH3:46].[K+:47].[NH2:1][C:2]([CH:3]([CH2:4][CH2:5][C:6](=[O:7])[O:8][CH3:9])[N:10]1[C:11](=[O:40])[c:12]2[cH:13][cH:14][cH:15][c:16]([O:19][CH2:20][c:21]3[cH:22][cH:23][c:24]([CH2:27][N:28]4[CH2:29][CH2:30][CH:31]([c:34]5[cH:35][cH:36][cH:37][cH:38][cH:39]5)[CH2:32][CH2:33]4)[cH:25][cH:26]3)[c:17]2[CH2:18]1)=[O:41]>>[NH:1]1[C:2](=[O:41])[CH:3]([N:10]2[C:11](=[O:40])[c:12]3[cH:13][cH:14][cH:15][c:16]([O:19][CH2:20][c:21]4[cH:22][cH:23][c:24]([CH2:27][N:28]5[CH2:29][CH2:30][CH:31]([c:34]6[cH:35][cH:36][cH:37][cH:38][cH:39]6)[CH2:32][CH2:33]5)[cH:25][cH:26]4)[c:17]3[CH2:18]2)[CH2:4][CH2:5][C:6]1=[O:7].